From a dataset of the Open Reaction Database (ORD), a public repository of structured organic reaction records. describe an organic reaction: reactants, conditions, products, and yield Reactants: COC1=C(C(=O)N(C)C)C(=CC=C1)OC (2,6-dimethoxy-N,N-dimethylbenzamide), B(Br)(Br)Br (BBr3). The solvent is ClCCl (dichloromethane), C(C)(=O)OCC (ethyl acetate), ClCCl (dichloromethane). Reaction conditions: time 16 hour. The product is OC1=C(C(=O)N(C)C)C(=CC=C1)O (2,6-dihydroxy-N,N-dimethylbenzamide). Yield: 36.8%. RXN SMILES: C[O:2][C:3]1[CH:13]=[CH:12][CH:11]=[C:10]([O:14]C)[C:4]=1[C:5]([N:7]([CH3:9])[CH3:8])=[O:6].B(Br)(Br)Br>ClCCl.C(OCC)(=O)C>[OH:2][C:3]1[CH:13]=[CH:12][CH:11]=[C:10]([OH:14])[C:4]=1[C:5]([N:7]([CH3:9])[CH3:8])=[O:6]. Reported procedure: To a mixture of 2,6-dimethoxy-N,N-dimethylbenzamide (64 mg, 0.3 mmol) dissolved in dichloromethane (2 mL) was added 1M BBr3 in dichloromethane (1 mL, 1.0 mmol)) under nitrogen atmosphere and stirred for 16 hours. The mixture was diluted with ethyl acetate and the mixture was washed with water (2×30 mL) and brine (2×30 mL). The organic phase was dried (MgSO4), filtered and concentrated under reduced pressure to provide titled compound (20 mg). MS ESI(−)) m/e 180 (M−H)+; 1H NMR (300 MHz, DMSO-d6) ... The reactants are C1(CCC1)S(=O)(=O)C1=CC(=C(C=C1)F)F (4-cyclobutanesulfonyl-1,2-difluoro-benzene), N1CCNCC1 (piperazine), Cl (HCl), solution. Solvent: CN(C(C)=O)C (N,N-dimethylacetamide), O1CCOCC1 (dioxane). Conditions: temperature 80 celsius, time 10 minute. Yields the product Cl.C1(CCC1)S(=O)(=O)C1=CC(=C(C=C1)N1CCNCC1)F (1-(4-Cyclobutanesulfonyl-2-fluoro-phenyl)-piperazine hydrochloride). Reaction SMILES: [CH:1]1([S:5]([C:8]2[CH:13]=[CH:12][C:11](F)=[C:10]([F:15])[CH:9]=2)(=[O:7])=[O:6])[CH2:4][CH2:3][CH2:2]1.[NH:16]1[CH2:21][CH2:20][NH:19][CH2:18][CH2:17]1.[ClH:22]>CN(C)C(=O)C.O1CCOCC1>[ClH:22].[CH:1]1([S:5]([C:8]2[CH:13]=[CH:12][C:11]([N:16]3[CH2:21][CH2:20][NH:19][CH2:18][CH2:17]3)=[C:10]([F:15])[CH:9]=2)(=[O:7])=[O:6])[CH2:4][CH2:3][CH2:2]1 |f:5.6|. Procedure: To 2.8 mmol 4-cyclobutanesulfonyl-1,2-difluoro-benzene in 20 ml N,N-dimethylacetamide was added 8.3 mmol piperazine, and the mixture was heated at 80° C. for 45 min. The mixture was then concentrated in vacuo, and the residue was chromatographed on silica gel (eluant: ethyl acetate/methanol gradient). The product-containing fractions were combined and concentrated in vacuo. The residue was resuspended in 100 ml dioxane, and 6.0 mmol HCl (as a 4 M solution in dioxane) was added. After stirring fo...